This data is from the Open Reaction Database (ORD), a public repository of structured organic reaction records. The task is: describe an organic reaction: reactants, conditions, products, and yield The reactants are FC=1C=C(C#N)C=CC1C (3-fluoro-4-methylbenzonitrile), BrN1C(CCC1=O)=O (N-bromosuccinimide). Reagents/catalysts: CC(C)(C#N)N=NC(C)(C)C#N (AIBN). The solvent is C(Cl)(Cl)(Cl)Cl (carbon tetrachloride). The product is BrCC1=C(C=C(C#N)C=C1)F (4-(Bromomethyl)-3-fluorobenzonitrile). Yield: 11.1%. As a reaction SMILES: [F:1][C:2]1[CH:3]=[C:4]([CH:7]=[CH:8][C:9]=1[CH3:10])[C:5]#[N:6].[Br:11]N1C(=O)CCC1=O>C(Cl)(Cl)(Cl)Cl.CC(N=NC(C#N)(C)C)(C#N)C>[Br:11][CH2:10][C:9]1[CH:8]=[CH:7][C:4]([C:5]#[N:6])=[CH:3][C:2]=1[F:1]. Procedure details: To a solution of 3-fluoro-4-methylbenzonitrile (5.0 g, 0.23 mol) in 100 mL of carbon tetrachloride was added N-bromosuccinimide (4.97 g, 0.28 mol) and AIBN (100 mg, 0.61 mmol) and the mixture was refluxed for six hours. The reaction was cooled and filtered. The filtrate was washed with water, dried over magnesium sulfate, filtered and the solvents were removed under vacuum to afford 5.44 g of the title compound as an off-white solid. 1H NMR indicated the presence of 20% starting material. 1H NMR... The product is CC(=O)NCCS(=O)C1=C(C(=O)OCc2ccccc2)N2C(=O)CC2C1. Starting materials: CC(=O)NCCS(=O)C1(Cl)CC2CC(=O)N2C1C(=O)OCc1ccccc1, CCOC(C)=O, C1=NCCCN2CCCCC12. As a reaction SMILES: [C:1]([CH3:2])(=[O:3])[NH:4][CH2:5][CH2:6][S:7](=[O:8])[C:9]1([Cl:27])[CH:10]([C:17](=[O:18])[O:19][CH2:20][c:21]2[cH:22][cH:23][cH:24][cH:25][cH:26]2)[N:11]2[C:12](=[O:16])[CH2:13][CH:14]2[CH2:15]1.[CH3:39][CH2:40][O:41][C:42](=[O:43])[CH3:44].[N:28]12[CH2:29][CH2:30][CH2:31][CH2:32][CH:33]1[CH:34]=[N:35][CH2:36][CH2:37][CH2:38]2>>[C:1]([CH3:2])(=[O:3])[NH:4][CH2:5][CH2:6][S:7](=[O:8])[C:9]1=[C:10]([C:17](=[O:18])[O:19][CH2:20][c:21]2[cH:22][cH:23][cH:24][cH:25][cH:26]2)[N:11]2[C:12](=[O:16])[CH2:13][CH:14]2[CH2:15]1. Starting materials: C(C)(C)(C)NC(=O)C1=CN(C2=NC=C(N=C21)C2=NNC1=CC(=CC=C21)F)COCC[Si](C)(C)C (N-tert-butyl-2-(6-fluoro-1H-indazol-3-yl)-5-((2-(trimethylsilyl)ethoxy)methyl)-5H-pyrrolo[2,3-b]pyrazine-7-carboxamide), ICCC1CN(C1)C(=O)OC(C)(C)C (tert-butyl 3-(2-iodoethyl)azetidine-1-carboxylate), C(=O)([O-])[O-].[Cs+].[Cs+] (Cs2CO3). The solvent is CN(C)C=O (DMF), ClCCl (dichloromethane). Run at temperature 25 celsius, time 10 minute. Product: C(C)(C)(C)NC(=O)C1=CN(C2=NC=C(N=C21)C2=NN(C1=CC(=CC=C21)F)CCC2CN(C2)C(=O)OC(C)(C)C)COCC[Si](C)(C)C (tert-butyl 3-(2-(3-(7-(tert-butylcarbamoyl)-5-((2-(trimethylsilyl)ethoxy)methyl)-5H-pyrrolo[2,3-b]pyrazin-2-yl)-6-fluoro-1H-indazol-1-yl)ethyl)azetidine-1-carboxylate). The yield is 70.8%. As a reaction SMILES: [C:1]([NH:5][C:6]([C:8]1[C:16]2[C:11](=[N:12][CH:13]=[C:14]([C:17]3[C:25]4[C:20](=[CH:21][C:22]([F:26])=[CH:23][CH:24]=4)[NH:19][N:18]=3)[N:15]=2)[N:10]([CH2:27][O:28][CH2:29][CH2:30][Si:31]([CH3:34])([CH3:33])[CH3:32])[CH:9]=1)=[O:7])([CH3:4])([CH3:3])[CH3:2].I[CH2:36][CH2:37][CH:38]1[CH2:41][N:40]([C:42]([O:44][C:45]([CH3:48])([CH3:47])[CH3:46])=[O:43])[CH2:39]1.C([O-])([O-])=O.[Cs+].[Cs+]>CN(C=O)C.ClCCl>[C:1]([NH:5][C:6]([C:8]1[C:16]2[C:11](=[N:12][CH:13]=[C:14]([C:17]3[C:25]4[C:20](=[CH:21][C:22]([F:26])=[CH:23][CH:24]=4)[N:19]([CH2:36][CH2:37][CH:38]4[CH2:41][N:40]([C:42]([O:44][C:45]([CH3:46])([CH3:48])[CH3:47])=[O:43])[CH2:39]4)[N:18]=3)[N:15]=2)[N:10]([CH2:27][O:28][CH2:29][CH2:30][Si:31]([CH3:34])([CH3:33])[CH3:32])[CH:9]=1)=[O:7])([CH3:4])([CH3:3])[CH3:2] |f:2.3.4|. Reported procedure: In a 2-5 mL Biotage microwave vial were mixed N-tert-butyl-2-(6-fluoro-1H-indazol-3-yl)-5-((2-(trimethylsilyl)ethoxy)methyl)-5H-pyrrolo[2,3-b]pyrazine-7-carboxamide (75 mg, 155 mmol), tert-butyl 3-(2-iodoethyl)azetidine-1-carboxylate (68 mg, 219 μmol.41) and Cs2CO3 (203 mg, 622 μmol) in DMF (2.00 mL). The mixture was stirred ˜10 min at 25° C. then heated to 100° C. in the Biotage microwave reactor for 30 min, diluted with 10 mL of dichloromethane and filtered through a celite pad, filtrate conce... Reactants: aqueous solution, Cl (hydrogen chloride), C(C)OC1=CC=2[C@@H]3[C@H](N=C(C2C=C1OC)C1=CC=C(C(=O)OC)C=C1)CCS(C3)(=O)=O (methyl 4-[(4aR,10bR)-9-ethoxy-8-methoxy-2,2-dioxido-3,4,4a,10b-tetrahydro-1H-thiopyrano[4,3-c]isoquinolin-6-yl]benzoate), C(C)OC1=CC=2[C@@H]3[C@H](N=C(C2C=C1OC)C1=CC=C(C(=O)OC)C=C1)CCS(C3)(=O)=O (methyl 4-[(4aR,10bR)-9-ethoxy-8-methoxy-2,2-dioxido-3,4,4a,10b-tetrahydro-1H-thiopyrano[4,3-c]isoquinolin-6-yl]benzoate), aqueous solution, [OH-].[Na+] (sodium hydroxide). The solvent is O1CCOCC1 (1,4-dioxane). Conditions: time 20 hour. Product: C(C)OC1=CC=2[C@@H]3[C@H](N=C(C2C=C1OC)C1=CC=C(C(=O)O)C=C1)CCS(C3)(=O)=O (4-[(4aR,10bR)-9-ethoxy-8-methoxy-2,2-dioxido-3,4,4a,10b-tetrahydro-1H-thiopyrano[4,3-c]isoquinolin-6-yl]benzoic acid). As a reaction SMILES: [CH2:1]([O:3][C:4]1[C:13]([O:14][CH3:15])=[CH:12][C:11]2[C:10]([C:16]3[CH:25]=[CH:24][C:19]([C:20]([O:22]C)=[O:21])=[CH:18][CH:17]=3)=[N:9][C@@H:8]3[CH2:26][CH2:27][S:28](=[O:31])(=[O:30])[CH2:29][C@@H:7]3[C:6]=2[CH:5]=1)[CH3:2].[OH-].[Na+].Cl>O1CCOCC1>[CH2:1]([O:3][C:4]1[C:13]([O:14][CH3:15])=[CH:12][C:11]2[C:10]([C:16]3[CH:25]=[CH:24][C:19]([C:20]([OH:22])=[O:21])=[CH:18][CH:17]=3)=[N:9][C@@H:8]3[CH2:26][CH2:27][S:28](=[O:30])(=[O:31])[CH2:29][C@@H:7]3[C:6]=2[CH:5]=1)[CH3:2] |f:1.2|. Procedure: A solution of methyl 4-[(4aR,10bR)-9-ethoxy-8-methoxy-2,2-dioxido-3,4,4a,10b-tetrahydro-1H-thiopyrano[4,3-c]isoquinolin-6-yl]benzoate (380 mg; compound C5) in 1,4-dioxane (10 ml) is treated with an 2 M aqueous solution of sodium hydroxide (1 ml) and the reaction solution is stirred for about 20 h at 45° C. to 50° C. The solution is allowed to come to RT and afterwards a 2 M aqueous solution of hydrogen chloride (1 ml) is added. The mixture is stirred for 20 min at RT, filtered and the filtrate i...